Dataset: the Open Reaction Database (ORD), a public repository of structured organic reaction records. Task: describe an organic reaction: reactants, conditions, products, and yield The reactants are CC=1OC(=CN1)C1=C(C=CC=C1F)O (2-(2-methyloxazole-5-yl)-3-fluorophenol), CS(=O)(=O)C1=NC(=CC(=N1)OC)OC (2-methanesulfonyl-4,6-dimethoxypyrimidine), C([O-])([O-])=O (carbonate), ice water. The solvent is CN(C)C=O (DMF), petroleum ether. Conditions: temperature 50 celsius, time 14 hour. Yields the product CC=1OC(=CN1)C1=C(C=CC=C1OC1=NC(=CC(=N1)OC)OC)F (2-methyl-5-[2-fluoro-6-(4,6-dimethoxypyrimidine-2-yloxy)phenyl]oxazole). As a reaction SMILES: [CH3:1][C:2]1[O:3][C:4]([C:7]2[C:12]([F:13])=[CH:11][CH:10]=[CH:9][C:8]=2[OH:14])=[CH:5][N:6]=1.CS([C:19]1[N:24]=[C:23]([O:25][CH3:26])[CH:22]=[C:21]([O:27][CH3:28])[N:20]=1)(=O)=O.C(=O)([O-])[O-]>CN(C=O)C>[CH3:1][C:2]1[O:3][C:4]([C:7]2[C:8]([O:14][C:19]3[N:24]=[C:23]([O:25][CH3:26])[CH:22]=[C:21]([O:27][CH3:28])[N:20]=3)=[CH:9][CH:10]=[CH:11][C:12]=2[F:13])=[CH:5][N:6]=1. Reported procedure: 4 ml DMF solution containing 0.12 g 2-(2-methyloxazole-5-yl)-3-fluorophenol, 0.12 g 2-methanesulfonyl-4,6-dimethoxypyrimidine and 0.18 g pottasium carbonate was stirred for 14 hours at 50° C. After completing the reaction, the solution reacted was poured into ice water and then extracted with ethyl acetate. The organic layer obtained was washed with water and then dried by using anhydrous magnesium sulfate. After filtration, the solvent used was removed by distillation under reduced pressure, an...